From a dataset of the Open Reaction Database (ORD), a public repository of structured organic reaction records. describe an organic reaction: reactants, conditions, products, and yield Reaction SMILES: [CH3:57][c:58]1[cH:59][cH:60][cH:61][cH:62][cH:63]1.[CH3:73][CH2:74][O:75][C:76](=[O:77])[CH3:78].[CH:10]1([P:11]([CH:12]2[CH2:13][CH2:14][CH2:15][CH2:16][CH2:17]2)[c:18]2[cH:19][cH:20][cH:21][cH:22][c:23]2-[c:24]2[c:25]([O:26][CH3:27])[cH:28][cH:29][cH:30][c:31]2[O:32][CH3:33])[CH2:34][CH2:35][CH2:36][CH2:37][CH2:38]1.[Cl:47][c:48]1[c:49]([C:50]#[N:51])[cH:52][cH:53][c:54]([NH2:56])[cH:55]1.[K+:44].[K+:45].[K+:46].[O-:65][C:66]([CH3:67])=[O:68].[O-:69][C:70]([CH3:71])=[O:72].[OH2:79].[OH:1][B:2]([OH:3])[c:4]1[cH:5][cH:6][cH:7][cH:8][cH:9]1.[P:39]([O-:40])([O-:41])([O-:42])=[O:43].[Pd+2:64]>>[c:4]1(-[c:48]2[c:49]([C:50]#[N:51])[cH:52][cH:53][c:54]([NH2:56])[cH:55]2)[cH:5][cH:6][cH:7][cH:8][cH:9]1. Starting materials: Cc1ccccc1, CCOC(C)=O, COc1cccc(OC)c1-c1ccccc1P(C1CCCCC1)C1CCCCC1, N#Cc1ccc(N)cc1Cl, [K+], [K+], [K+], CC(=O)[O-], CC(=O)[O-], O, OB(O)c1ccccc1, O=P([O-])([O-])[O-], [Pd+2]. Yields the product N#Cc1ccc(N)cc1-c1ccccc1. Starting materials: Cc1cc(-c2ccc(Cl)cc2)c(Br)c(=O)[nH]1, CN(C)C=O, O=P(Cl)(Cl)Cl. Yields the product Cc1cc(-c2ccc(Cl)cc2)c(Br)c(Cl)n1. Reaction SMILES: [Br:1][c:2]1[c:3](=[O:16])[nH:4][c:5]([CH3:15])[cH:6][c:7]1-[c:8]1[cH:9][cH:10][c:11]([Cl:14])[cH:12][cH:13]1.[O:17]=[CH:18][N:19]([CH3:20])[CH3:21].[P:22]([Cl:23])([Cl:24])([Cl:25])=[O:26]>>[Br:1][c:2]1[c:3]([Cl:24])[n:4][c:5]([CH3:15])[cH:6][c:7]1-[c:8]1[cH:9][cH:10][c:11]([Cl:14])[cH:12][cH:13]1.